This data is from the Open Reaction Database (ORD), a public repository of structured organic reaction records. The task is: describe an organic reaction: reactants, conditions, products, and yield Starting materials: O=C([O-])O, CCO, N#Cc1cnc2cnc(F)cc2c1Cl, [Na+], Cc1ccc(N)cc1O. Yields the product Cc1ccc(Nc2c(C#N)cnc3cnc(F)cc23)cc1O. Reaction SMILES: [C:24](=[O:25])([OH:26])[O-:27].[CH3:29][CH2:30][OH:31].[Cl:1][c:2]1[c:3]([C:13]#[N:14])[cH:4][n:5][c:6]2[cH:7][n:8][c:9]([F:12])[cH:10][c:11]12.[Na+:28].[OH:15][c:16]1[cH:17][c:18]([NH2:19])[cH:20][cH:21][c:22]1[CH3:23]>>[c:2]1([NH:19][c:18]2[cH:17][c:16]([OH:15])[c:22]([CH3:23])[cH:21][cH:20]2)[c:3]([C:13]#[N:14])[cH:4][n:5][c:6]2[cH:7][n:8][c:9]([F:12])[cH:10][c:11]12.